Dataset: the Open Reaction Database (ORD), a public repository of structured organic reaction records. Task: describe an organic reaction: reactants, conditions, products, and yield Starting materials: CC12C(C3(CCCC3)CCC2O1)C(=O)OC (methyl 1-methyl-7-oxaspiro[bicyclo[4.1.0]heptane-3,1′-cyclopentane]-2-carboxylate), [Na] (sodium), Cl (HCl). The solvent is CO (methanol). Product: OC1C(=C(C2(CCCC2)CC1)C(=O)OC)C (methyl 8-hydroxy-7-methylspiro[4.5]dec-6-ene-6-carboxylate). RXN SMILES: [CH3:1][C:2]12[O:12][CH:11]1[CH2:10][CH2:9][C:4]1([CH2:8][CH2:7][CH2:6][CH2:5]1)[CH:3]2[C:13]([O:15][CH3:16])=[O:14].[Na].Cl>CO>[OH:12][CH:11]1[CH2:10][CH2:9][C:4]2([CH2:8][CH2:7][CH2:6][CH2:5]2)[C:3]([C:13]([O:15][CH3:16])=[O:14])=[C:2]1[CH3:1] |^1:16|. Procedure: The crude methyl 1-methyl-7-oxaspiro[bicyclo[4.1.0]heptane-3,1′-cyclopentane]-2-carboxylate obtained (13 g) was added to a solution of sodium (1.5 g, 64 mmol) in methanol (100 ml) and the resulting mixture was refluxed for 10 h, poured into cold 2N aqueous HCl (100 ml), and extracted twice with MTBE (100 ml). The combined organic phases were washed with water (100 ml), twice with a saturated aqueous solution of NaCl (100 ml), dried (MgSO4), concentrated, and gave crude gave methyl 8-hydroxy-7-me... Reactants: C(C(=C)C)(=O)OC (Methyl methacrylate), Cl (hydrochloric acid), Cl.Cl.N(N)C=1C=NC=CC1 (3-hydrazinopyridine.dihydrochloride), [O-]CC.[Na+] (Sodium ethoxide). Conditions: temperature 10 celsius, time 10 minute. Product: CC1C(NN(C1)C=1C=NC=CC1)=O (4-methyl-1-(pyridin-3-yl)pyrazolidin-3-one), [Cl-].[Na+] (sodium chloride). Yield: 730.9%. As a reaction SMILES: [ClH:1].Cl.[NH:3]([C:5]1[CH:6]=[N:7][CH:8]=[CH:9][CH:10]=1)[NH2:4].[O-]CC.[Na+:14].[C:15](OC)(=[O:19])[C:16]([CH3:18])=[CH2:17].Cl>>[CH3:17][CH:16]1[CH2:18][N:3]([C:5]2[CH:6]=[N:7][CH:8]=[CH:9][CH:10]=2)[NH:4][C:15]1=[O:19].[Cl-:1].[Na+:14] |f:0.1.2,3.4,8.9|. Reported procedure: To a 250 mL three-neck round bottom flask equipped with a reflux condenser was introduced 3-hydrazinopyridine.dihydrochloride (15.0 g, 82.4 mmol). Sodium ethoxide (21 wt % in ethanol, 92.3 mL, 247 mmol) was added over 5 minutes and the pot temperature increased from 23° C. to 38° C. The resultant light brown-slurry was stirred for 10 minutes. Methyl methacrylate (17.7 mL, 165 mmol) was added slowly over 15 minutes and the pot temperature remained at 38° C. The yellow mixture was stirred at 50° C... The reactants are solution, F[B-](F)(F)F.[H+] (tetrafluoroboric acid), CCOCC (Et2O), NCCC1=CC=C(N)C=C1 (4-(2-aminoethyl)aniline), CC#N (MeCN), CCOCC (Et2O). Conditions: time 10 minute. Yields the product F[B-](F)(F)F.[NH3+]CCC1=CC=C(C=C1)[N+]#N.F[B-](F)(F)F (4-(2-ammonioethyl)benzenediazonium tetrafluoroborate). Isolated yield 99.0%. Reaction SMILES: [F:1][B-:2]([F:5])([F:4])[F:3].[H+].CCOCC.[NH2:12][CH2:13][CH2:14][C:15]1[CH:21]=[CH:20][C:18]([NH2:19])=[CH:17][CH:16]=1.CC#[N:24]>>[F:1][B-:2]([F:5])([F:4])[F:3].[NH3+:12][CH2:13][CH2:14][C:15]1[CH:21]=[CH:20][C:18]([N+:19]#[N:24])=[CH:17][CH:16]=1.[F:1][B-:2]([F:5])([F:4])[F:3] |f:0.1,5.6.7|. Procedure: A 50% solution of tetrafluoroboric acid in Et2O (0.5mL, 3.7 mmol) was added to a solution of 4-(2-aminoethyl)aniline (0.5mg, 3.7 mmol) in MeCN (Amp at −40° C. under argon. The mixture was stirred 10 min, then nitrosyl tetrafluorobbrate (450 mg, 3.8 mmol) was added dropwise. After 30 min of stirring at −40 ° C. Et2O (100 mL) was added. The white precipitate obtained was filtered and washed twice with Et2O to give a white powder (1.18 g, 99%).